From a dataset of the Open Reaction Database (ORD), a public repository of structured organic reaction records. describe an organic reaction: reactants, conditions, products, and yield Starting materials: ClCCl, COc1cccc2c1nc(C(F)F)n2-c1nc(N2CCN(C(=O)OC(C)(C)C)CC2)nc(N2CC3CCC(C2)O3)n1, O=C(O)C(F)(F)F, N. Product: COc1cccc2c1nc(C(F)F)n2-c1nc(N2CCNCC2)nc(N2CC3CCC(C2)O3)n1. As a reaction SMILES: [Cl:50][CH2:51][Cl:52].[F:1][CH:2]([c:3]1[n:4][c:5]2[c:6]([n:7]1-[c:8]1[n:9][c:10]([N:22]3[CH2:23][CH2:24][N:25]([C:28]([O:29][C:30]([CH3:31])([CH3:32])[CH3:33])=[O:34])[CH2:26][CH2:27]3)[n:11][c:12]([N:14]3[CH2:15][CH:16]4[CH2:17][CH2:18][CH:19]([CH2:20]3)[O:21]4)[n:13]1)[cH:35][cH:36][cH:37][c:38]2[O:39][CH3:40])[F:41].[F:42][C:43]([F:44])([F:45])[C:46]([OH:47])=[O:48].[NH3:49]>>[F:1][CH:2]([c:3]1[n:4][c:5]2[c:6]([n:7]1-[c:8]1[n:9][c:10]([N:22]3[CH2:23][CH2:24][NH:25][CH2:26][CH2:27]3)[n:11][c:12]([N:14]3[CH2:15][CH:16]4[CH2:17][CH2:18][CH:19]([CH2:20]3)[O:21]4)[n:13]1)[cH:35][cH:36][cH:37][c:38]2[O:39][CH3:40])[F:41].